Dataset: the Open Reaction Database (ORD), a public repository of structured organic reaction records. Task: describe an organic reaction: reactants, conditions, products, and yield The reactants are C([O-])([O-])=O (carbonate), C(C)(C)OC=1C=C2C=C(C(OC2=C(C1O[C@@H]1OC([C@@H]([C@@H]2[C@H]1OC(O2)=O)OC)(C)C)C)=O)NC(OCC2=CC=CC=C2)=O (Benzyl 6-isopropoxy-7-((3aR,4S,7R,7aR)-7-methoxy-6,6-dimethyl-2-oxotetrahydro-3aH-[1,3]dioxolo[4,5-c]pyran-4-yloxy)-8-methyl-2-oxo-2H-chromen-3-ylcarbamate), CCN=C=NCCCN(C)C (EDCI), COC=1C=C(C=CC1)C1=CC(=CC=C1OC)C(=O)O (3′,6-dimethoxybiphenyl-3-carboxylic acid), amine. Reagents/catalysts: [Pd] (Palladium on carbon). The solvent is CO (MeOH), C(Cl)Cl (CH2Cl2), C(C)N(CC)CC (Triethylamine), C1CCOC1 (THF), N1=CC=CC=C1.C(Cl)Cl (pyridine CH2Cl2). Conditions: time 12 hour. Product: O[C@H]1[C@@H](OC([C@@H]([C@H]1O)OC)(C)C)OC1=C(C=C2C=C(C(OC2=C1C)=O)NC(=O)C=1C=C(C(=CC1)OC)C1=CC(=CC=C1)OC)OC(C)C (N-(7-((2S,3R,4S,5R)-3,4-dihydroxy-5-methoxy-6,6-dimethyltetrahydro-2H-pyran-2-yloxy)-6-isopropoxy-8-methyl-2-oxo-2H-chromen-3-yl)-3′,6-dimethoxybiphenyl-3-carboxamide). The yield is 14.6%. Reaction SMILES: [CH:1]([O:4][C:5]1[CH:6]=[C:7]2[C:12](=[C:13]([CH3:30])[C:14]=1[O:15][C@H:16]1[C@@H:21]3[O:22]C(=O)[O:24][C@@H:20]3[C@@H:19]([O:26][CH3:27])[C:18]([CH3:29])([CH3:28])[O:17]1)[O:11][C:10](=[O:31])[C:9]([NH:32][C:33](=[O:42])OCC1C=CC=CC=1)=[CH:8]2)([CH3:3])[CH3:2].CCN=C=NCCCN(C)C.[CH3:54][O:55][C:56]1[CH:57]=[C:58]([C:62]2[C:67]([O:68][CH3:69])=[CH:66][CH:65]=[C:64](C(O)=O)[CH:63]=2)[CH:59]=[CH:60][CH:61]=1.C(=O)([O-])[O-]>[Pd].C1COCC1.N1C=CC=CC=1.C(Cl)Cl.CO.C(Cl)Cl.C(N(CC)CC)C>[OH:22][C@@H:21]1[C@H:20]([OH:24])[C@@H:19]([O:26][CH3:27])[C:18]([CH3:28])([CH3:29])[O:17][C@H:16]1[O:15][C:14]1[C:13]([CH3:30])=[C:12]2[C:7]([CH:8]=[C:9]([NH:32][C:33]([C:64]3[CH:63]=[C:62]([C:58]4[CH:59]=[CH:60][CH:61]=[C:56]([O:55][CH3:54])[CH:57]=4)[C:67]([O:68][CH3:69])=[CH:66][CH:65]=3)=[O:42])[C:10](=[O:31])[O:11]2)=[CH:6][C:5]=1[O:4][CH:1]([CH3:3])[CH3:2] |f:6.7|. Reported procedure: Palladium on carbon (10%, 11 mg) was added to 25c (54.5 mg, 0.093 mmol) in anhydrous THF (600 μL) and the solution was placed under an atmosphere of H2. After 12 hours, the solution was filtered through SiO2 (1:1 CH2Cl2:Acetone) and the eluent was concentrated to afford a yellow solid, which was used without further purification (42.0 mg, 99%). EDCI (14.9 mg, 0.078 mmol) and 3′,6-dimethoxybiphenyl-3-carboxylic acid (16 mg, 0.062 mmol) were added to the amine (14.0 mg, 0.031 mmol) in 30% pyridine... The reactants are C(#N)C1=CC(=C(C=C1)C=1C=NN(C1O)C1=NC=C(C(=O)O)C=C1)C (6-(4-(4-cyano-2-methylphenyl)-5-hydroxy-1H-pyrazol-1-yl)nicotinic acid), COC[C@@H]1[C@@H](CCC1)N ((1R,2S)-2-(methoxymethyl)cyclopentanamine). Reported procedure: The title compound was prepared in a manner similar to Example 74 using 6-(4-(4-cyano-2-methylphenyl)-5-hydroxy-1H-pyrazol-1-yl)nicotinic acid and (1R,2S)-2-(methoxymethyl)cyclopentanamine. 1H NMR (400 MHz, DMSO-d6) δ ppm 1.42-1.60 (m, 2H) 1.60-1.83 (m, 3H) 1.84-2.01 (m, 1H) 2.20-2.37 (m, 1H) 2.44 (s, 3H) 3.19 (s, 3H) 3.20-3.27 (m, 1H) 3.40 (dd, J=9.35, 6.06 Hz, 2H) 4.43 (t, J=7.45 Hz, 1H) 7.67 (d, J=7.58 Hz, 1H) 7.74 (br. s., 1H) 7.81 (d, J=18.69 Hz, 1H) 8.24-8.70 (m, 3H) 8.88 (d, J=1.77 Hz, 1H... Product: C(#N)C1=CC(=C(C=C1)C=1C=NN(C1O)C1=NC=C(C(=O)N[C@H]2[C@H](CCC2)COC)C=C1)C (6-(4-(4-cyano-2-methylphenyl)-5-hydroxy-1H-pyrazol-1-yl)-N-((1R,2S)-2-(methoxymethyl)cyclopentyl)nicotinamide). Reaction SMILES: [C:1]([C:3]1[CH:8]=[CH:7][C:6]([C:9]2[CH:10]=[N:11][N:12]([C:15]3[CH:23]=[CH:22][C:18]([C:19](O)=[O:20])=[CH:17][N:16]=3)[C:13]=2[OH:14])=[C:5]([CH3:24])[CH:4]=1)#[N:2].[CH3:25][O:26][CH2:27][C@H:28]1[CH2:32][CH2:31][CH2:30][C@H:29]1[NH2:33]>>[C:1]([C:3]1[CH:8]=[CH:7][C:6]([C:9]2[CH:10]=[N:11][N:12]([C:15]3[CH:23]=[CH:22][C:18]([C:19]([NH:33][C@@H:29]4[CH2:30][CH2:31][CH2:32][C@@H:28]4[CH2:27][O:26][CH3:25])=[O:20])=[CH:17][N:16]=3)[C:13]=2[OH:14])=[C:5]([CH3:24])[CH:4]=1)#[N:2]. Starting materials: C, CCO, [H][H], C1CCOC1, [Pd], CCOC(=O)C=Cc1sc(-n2cnc3ccccc32)nc1C(C)C. The product is CCOC(=O)CCc1sc(-n2cnc3ccccc32)nc1C(C)C. As a reaction SMILES: [C:32].[CH3:34][CH2:35][OH:36].[H:30][H:31].[O:25]1[CH2:26][CH2:27][CH2:28][CH2:29]1.[Pd:33].[n:1]1(-[c:10]2[s:11][c:12]([CH:18]=[CH:19][C:20](=[O:21])[O:22][CH2:23][CH3:24])[c:13]([CH:15]([CH3:16])[CH3:17])[n:14]2)[cH:2][n:3][c:4]2[c:5]1[cH:6][cH:7][cH:8][cH:9]2>>[n:1]1(-[c:10]2[s:11][c:12]([CH2:18][CH2:19][C:20](=[O:21])[O:22][CH2:23][CH3:24])[c:13]([CH:15]([CH3:16])[CH3:17])[n:14]2)[cH:2][n:3][c:4]2[c:5]1[cH:6][cH:7][cH:8][cH:9]2. Starting materials: monoaryl and diaryl boronic acids, solution, C(CCC)[Li] (butyl lithium), N#N (N2), B(OCC)(OCC)OCC (triethyl borate), BrC1=CC=C(C2=CC=CC=C12)F (4-bromo-1-fluoronaphthalene). The solvent is CCCCCC (hexane), O1CCCC1 (tetrahydrofuran). Reaction conditions: temperature -70 celsius, time 10 minute. The product is FC1=CC=C(C2=CC=CC=C12)B(O)O (4-Fluoronaphthalene-1-boronic acid). As a reaction SMILES: N#N.Br[C:4]1[C:13]2[C:8](=[CH:9][CH:10]=[CH:11][CH:12]=2)[C:7]([F:14])=[CH:6][CH:5]=1.C([Li])CCC.[B:20](OCC)([O:24]CC)[O:21]CC>CCCCCC.O1CCCC1>[F:14][C:7]1[C:8]2[C:13](=[CH:12][CH:11]=[CH:10][CH:9]=2)[C:4]([B:20]([OH:24])[OH:21])=[CH:5][CH:6]=1. Reported procedure: To a 250 mL three-necked round-bottomed flask equipped with septum and N2 (nitrogen) inlet were added 4.62 g (20.53 mmol) 4-bromo-1-fluoronaphthalene and 100 mL dry tetrahydrofuran. The solution was cooled to −70° C., and 15.4 mL (24.64 mmol) of a 1.6 M solution of butyl lithium in hexane was added dropwise over 5 min. The reaction was stirred at −70° C. for 10 min, then 4.2 mL (3.59 g, 24.64 mmol) triethyl borate was added, and the reaction stirred at −70° C. for 20 min and warmed to room tempe... The reactants are CCOC(C)=O, COc1cccc(-c2csc(N3CCN(C(=O)OC(C)(C)C)CC3)n2)c1, Cl. The product is COc1cccc(-c2csc(N3CCNCC3)n2)c1. As a reaction SMILES: [CH3:28][CH2:29][O:30][C:31](=[O:32])[CH3:33].[CH3:2][O:3][c:4]1[cH:5][c:6](-[c:10]2[n:11][c:12]([N:15]3[CH2:16][CH2:17][N:18]([C:21]([O:22][C:23]([CH3:24])([CH3:25])[CH3:26])=[O:27])[CH2:19][CH2:20]3)[s:13][cH:14]2)[cH:7][cH:8][cH:9]1.[ClH:1]>>[CH3:2][O:3][c:4]1[cH:5][c:6](-[c:10]2[n:11][c:12]([N:15]3[CH2:16][CH2:17][NH:18][CH2:19][CH2:20]3)[s:13][cH:14]2)[cH:7][cH:8][cH:9]1. Reaction SMILES: [C:23]([CH3:24])([CH3:25])([CH3:26])[c:27]1[cH:28][cH:29][c:30]([S:33](=[O:34])(=[O:35])[Cl:36])[cH:31][cH:32]1.[CH3:43][c:44]1[cH:45][cH:46][cH:47][cH:48][cH:49]1.[NH2:1][c:2]1[cH:3][c:4]([C:5]#[N:6])[cH:7][c:8]([O:19][CH2:20][CH2:21][OH:22])[c:9]1[O:10][c:11]1[c:12]([O:17][CH3:18])[cH:13][cH:14][cH:15][cH:16]1.[cH:37]1[cH:38][cH:39][n:40][cH:41][cH:42]1>>[NH:1]([c:2]1[cH:3][c:4]([C:5]#[N:6])[cH:7][c:8]([O:19][CH2:20][CH2:21][OH:22])[c:9]1[O:10][c:11]1[c:12]([O:17][CH3:18])[cH:13][cH:14][cH:15][cH:16]1)[S:33]([c:30]1[cH:29][cH:28][c:27]([C:23]([CH3:24])([CH3:25])[CH3:26])[cH:32][cH:31]1)(=[O:34])=[O:35]. Starting materials: CC(C)(C)c1ccc(S(=O)(=O)Cl)cc1, Cc1ccccc1, COc1ccccc1Oc1c(N)cc(C#N)cc1OCCO, c1ccncc1. Yields the product COc1ccccc1Oc1c(NS(=O)(=O)c2ccc(C(C)(C)C)cc2)cc(C#N)cc1OCCO. Starting materials: C([O-])([O-])=O.[Li+].[Li+] (lithium carbonate), C1(CC1)[C@]1([C@@H](NCC1)C(C)C)O ((2S,3R)-3-cyclopropyl-2-isopropylpyrrolidin-3-ol), COC1=C(C#N)C=CC(=C1)F (2-methoxy-4-fluorobenzonitrile). The product is C1(CC1)[C@]1([C@@H](N(CC1)C1=CC(=C(C#N)C=C1)OC)C)O (4-[(2S,3R)-3-cyclopropyl-3-hydroxy-2-methylpyrrolidin-1-yl]-2-methoxybenzonitrile), solid. The yield is 58.0%. Reaction SMILES: [CH:1]1([C@:4]2([OH:12])[CH2:8][CH2:7][NH:6][C@H:5]2[CH:9](C)C)[CH2:3][CH2:2]1.[CH3:13][O:14][C:15]1[CH:22]=[C:21](F)[CH:20]=[CH:19][C:16]=1[C:17]#[N:18].C(=O)([O-])[O-].[Li+].[Li+]>>[CH:1]1([C@:4]2([OH:12])[CH2:8][CH2:7][N:6]([C:21]3[CH:20]=[CH:19][C:16]([C:17]#[N:18])=[C:15]([O:14][CH3:13])[CH:22]=3)[C@H:5]2[CH3:9])[CH2:2][CH2:3]1 |f:2.3.4|. Reported procedure: By an operation in the same manner as in Example 1 and using (2S,3R)-3-cyclopropyl-2-methylpyrrolidin-3-ol 0.5 oxalate (200 mg), 2-methoxy-4-fluorobenzonitrile (277 mg) and lithium carbonate (180 mg), the title compound was obtained as a pale-yellow solid (yield: 192 mg, yield: 58%). Starting materials: sulfate ester, C1CO1.C(C(=C)C)(=O)O (methacrylic acid ethylene oxide), S(=O)(=O)([O-])OOS(=O)(=O)[O-].[NH4+].[NH4+] (ammonium persulfate), S(=O)(=O)([O-])OOS(=O)(=O)[O-].[NH4+].[NH4+] (ammonium persulfate), C(C(=C)C)(=O)O (methacrylic acid), [Na] (sodium), C=CC1=CC=CC=C1 (styrene). Solvent: O (water). Conditions: time 5 hour. Yields the product C(=CC1=CC=CC=C1)CC(C(=O)O)=C.C(C=C)(=O)OCCCC.[Na] (styrene-methacrylic acid butyl acrylate sodium), sulfate ester, C1CO1.C(C(=C)C)(=O)O (methacrylic acid ethylene oxide). Reaction SMILES: [Na:1].[CH2:2]1[O:4][CH2:3]1.[C:5]([OH:10])(=[O:9])[C:6]([CH3:8])=[CH2:7].[CH2:11]=[CH:12][C:13]1[CH:18]=[CH:17][CH:16]=[CH:15][CH:14]=1.[C:19]([OH:24])(=[O:23])[C:20]([CH3:22])=[CH2:21].S(OOS([O-])(=O)=O)([O-])(=O)=O.[NH4+].[NH4+]>O>[CH:11]([CH2:7][C:6](=[CH2:8])[C:5]([OH:10])=[O:9])=[CH:12][C:13]1[CH:18]=[CH:17][CH:16]=[CH:15][CH:14]=1.[C:19]([O:24][CH2:16][CH2:17][CH2:18][CH3:13])(=[O:23])[CH:20]=[CH2:21].[Na:1].[CH2:3]1[O:4][CH2:2]1.[C:19]([OH:24])(=[O:23])[C:20]([CH3:22])=[CH2:21] |f:1.2,5.6.7,9.10.11,12.13,^1:0,60|. Procedure details: A reactor equipped with a stirring rod and a thermometer was charged with: 683 parts by mass of water; 11 parts by mass of a sodium salt of sulfate ester of methacrylic acid ethylene oxide adduct (ELEMINOL RS-30, manufactured by Sanyo Chemical Industries, Ltd.); 138 parts by mass of styrene; 138 parts by mass of methacrylic acid; and 1 part by mass of ammonium persulfate, which was stirred at 400 rpm for 15 minutes, and a white emulsion was obtained. The emulsion was heated so that the system ha...